The task is: describe an organic reaction: reactants, conditions, products, and yield. This data is from the Open Reaction Database (ORD), a public repository of structured organic reaction records. Reactants: CCCOC(C)c1ccc(-c2ccc(C(=O)OCc3ccccc3)cc2)cc1, CO, C1CCOC1. The product is CCCOC(C)c1ccc(-c2ccc(C(=O)O)cc2)cc1. As a reaction SMILES: [CH2:1]([CH2:2][CH3:3])[O:4][CH:5]([CH3:6])[c:7]1[cH:8][cH:9][c:10](-[c:13]2[cH:14][cH:15][c:16]([C:19](=[O:20])[O:21][CH2:22][c:23]3[cH:24][cH:25][cH:26][cH:27][cH:28]3)[cH:17][cH:18]2)[cH:11][cH:12]1.[CH3:34][OH:35].[O:29]1[CH2:30][CH2:31][CH2:32][CH2:33]1>>[CH2:1]([CH2:2][CH3:3])[O:4][CH:5]([CH3:6])[c:7]1[cH:8][cH:9][c:10](-[c:13]2[cH:14][cH:15][c:16]([C:19](=[O:20])[OH:21])[cH:17][cH:18]2)[cH:11][cH:12]1. Starting materials: C(C)(C)C1=NC(=C(C(=C1CO)C1=CC=C(C=C1)F)C=C)C(C)C (2,6Diisopropyl-3-hydroxymethyl-4-(4-fluorophenyl)-5-ethenylpyridine). The solvent is C(C)(=O)OCC.CCCCCC (ethyl acetate hexane). Yields the product C(C)(C)C1=NC(=C(C(=C1CO)C1=CC=C(C=C1)F)CC)C(C)C (2,6Diisopropyl-3-hydroxymethyl-4-(4-fluorophenyl)-5-ethylpyridine). As a reaction SMILES: [CH:1]([C:4]1[C:9]([CH2:10][OH:11])=[C:8]([C:12]2[CH:17]=[CH:16][C:15]([F:18])=[CH:14][CH:13]=2)[C:7]([CH:19]=[CH2:20])=[C:6]([CH:21]([CH3:23])[CH3:22])[N:5]=1)([CH3:3])[CH3:2]>C(OCC)(=O)C.CCCCCC>[CH:1]([C:4]1[C:9]([CH2:10][OH:11])=[C:8]([C:12]2[CH:13]=[CH:14][C:15]([F:18])=[CH:16][CH:17]=2)[C:7]([CH2:19][CH3:20])=[C:6]([CH:21]([CH3:22])[CH3:23])[N:5]=1)([CH3:3])[CH3:2] |f:1.2|. Reported procedure: The title compound was prepared from 2,6dusopropyl-3-hydroxymethyl-4-(4-fluorophenyl)-5ethenylpyridine (Example 22) according to the procedure described in Example 1, Step H. 1H NMR (300 MHz, CDCl3): δ7.15 (m, 4 H), 4.33 (d, J=3.6 Hz, 2 H), 3.41 (sept, J=6.6 Hz, 1 H), 3.26 (sept, J=6.6 Hz, 1 H), 2.34 (q, J=7.35 Hz, 2 H), 1.33 (d, J=6.6 Hz, 6 H), 1.31 (d, J=6.6 Hz, 6 H), 1.19 (m, 1 H), 0.93 (t, J=7.35 Hz, 3 H). FAB-MS: calculated for (C20H26FNO) 315, found 316 (M+H). Anal. Caled for C20H26FNO: C,...